From a dataset of the Open Reaction Database (ORD), a public repository of structured organic reaction records. describe an organic reaction: reactants, conditions, products, and yield Reactants: CO, CC(C)(C)OC(=O)NCCOCCN=[N+]=[N-]. Product: CC(C)(C)OC(=O)NCCOCCN. Reaction SMILES: [CH3:17][OH:18].[N:1](=[N+:2]=[N-:3])[CH2:4][CH2:5][O:6][CH2:7][CH2:8][NH:9][C:10]([O:11][C:12]([CH3:13])([CH3:14])[CH3:15])=[O:16]>>[NH2:1][CH2:4][CH2:5][O:6][CH2:7][CH2:8][NH:9][C:10]([O:11][C:12]([CH3:13])([CH3:14])[CH3:15])=[O:16]. Starting materials: CC(=O)O, CCOC(=O)c1cn(-c2nc(OC)c(F)cc2F)c2c(Cl)c(F)c(F)cc2c1=O, Cl, O. The product is COc1nc(-n2cc(C(=O)O)c(=O)c3cc(F)c(F)c(Cl)c32)c(F)cc1F. Reaction SMILES: [CH3:2][C:3](=[O:4])[OH:5].[Cl:6][c:7]1[c:8]([F:34])[c:9]([F:33])[cH:10][c:11]2[c:12](=[O:32])[c:13]([C:27](=[O:28])[O:29][CH2:30][CH3:31])[cH:14][n:15](-[c:17]3[n:18][c:19]([O:25][CH3:26])[c:20]([F:24])[cH:21][c:22]3[F:23])[c:16]12.[ClH:1].[OH2:35]>>[Cl:6][c:7]1[c:8]([F:34])[c:9]([F:33])[cH:10][c:11]2[c:12](=[O:32])[c:13]([C:27](=[O:28])[OH:29])[cH:14][n:15](-[c:17]3[n:18][c:19]([O:25][CH3:26])[c:20]([F:24])[cH:21][c:22]3[F:23])[c:16]12. Reactants: CC(C)(C)OC(=O)N(C(=O)c1ccccc1)c1cc(OCc2ccccc2)c2c(ccn2C(=O)OC(C)(C)C)c1I, C[O-], CO, CCOC(C)=O, ClCCl, [Na+], O. Yields the product CC(C)(C)OC(=O)Nc1cc(OCc2ccccc2)c2c(ccn2C(=O)OC(C)(C)C)c1I. RXN SMILES: [C:6](=[O:7])([c:8]1[cH:9][cH:10][cH:11][cH:12][cH:13]1)[N:14]([c:15]1[c:16]([I:39])[c:17]2[cH:18][cH:19][n:20]([C:32](=[O:33])[O:34][C:35]([CH3:36])([CH3:37])[CH3:38])[c:21]2[c:22]([O:24][CH2:25][c:26]2[cH:27][cH:28][cH:29][cH:30][cH:31]2)[cH:23]1)[C:40](=[O:41])[O:42][C:43]([CH3:44])([CH3:45])[CH3:46].[CH3:1][O-:2].[CH3:4][OH:5].[CH3:51][CH2:52][O:53][C:54](=[O:55])[CH3:56].[Cl:48][CH2:49][Cl:50].[Na+:3].[OH2:47]>>[NH:14]([c:15]1[c:16]([I:39])[c:17]2[cH:18][cH:19][n:20]([C:32](=[O:33])[O:34][C:35]([CH3:36])([CH3:37])[CH3:38])[c:21]2[c:22]([O:24][CH2:25][c:26]2[cH:27][cH:28][cH:29][cH:30][cH:31]2)[cH:23]1)[C:40](=[O:41])[O:42][C:43]([CH3:44])([CH3:45])[CH3:46]. The reactants are CC1(CCCC(N1[O])(C)C)C (TEMPO), [O-]S(=O)(=S)[O-].[Na+].[Na+] (Na2S2O3), OCCC1CCN(CC1)C(=O)OC(C)(C)C (tert-butyl 4-(2 hydroxyethyl)piperidine-1-carboxylate), C(C)(=O)O.C(C)(=O)O.IC1=CC=CC=C1 (iodobenzene diacetate). The solvent is C(Cl)Cl (CH2Cl2), C(Cl)Cl (CH2Cl2). Run at time 3 hour. The product is C(=O)CC1CCN(CC1)C(=O)OC(C)(C)C (tert-Butyl 4-(formylmethyl)piperidine-1-carboxylate). As a reaction SMILES: [OH:1][CH2:2][CH2:3][CH:4]1[CH2:9][CH2:8][N:7]([C:10]([O:12][C:13]([CH3:16])([CH3:15])[CH3:14])=[O:11])[CH2:6][CH2:5]1.CC1(C)N([O])C(C)(C)CCC1.C(O)(=O)C.C(O)(=O)C.IC1C=CC=CC=1.[O-]S([O-])(=S)=O.[Na+].[Na+]>C(Cl)Cl>[CH:2]([CH2:3][CH:4]1[CH2:5][CH2:6][N:7]([C:10]([O:12][C:13]([CH3:16])([CH3:15])[CH3:14])=[O:11])[CH2:8][CH2:9]1)=[O:1] |f:2.3.4,5.6.7,^1:20|. Procedure details: To a flask containing tert-butyl 4-(2 hydroxyethyl)piperidine-1-carboxylate (4.4 g, 19.2 mmol) in CH2Cl2 (20 mL) was added TEMPO (300 mg, 1.92 mmol) followed by iodobenzene diacetate (6.8 g, 21.1 mmol). The reaction was stirred 3 hours and then diluted with CH2Cl2 (100 mL). Saturated aqueous solution of Na2S2O3 (100 mL) was added and extracted with CH2Cl2 (3×50 mL). The combined organics were washed with saturated aqueous NaHCO3 (150 mL) and brine (150 mL), dried over Na2SO4, and concentrated in... RXN SMILES: [Cl:1][C:2]1[CH:7]=[C:6]([Cl:8])[CH:5]=[CH:4][C:3]=1[CH2:9][N:10]1[C:19]2[C:14](=[CH:15][C:16]([F:25])=[C:17]([C:20]3[NH:21][CH:22]=[CH:23][N:24]=3)[CH:18]=2)[C:13](=[O:26])[N:12]([CH2:27][C:28]([O:30]CC)=[O:29])[C:11]1=[O:33].[OH-].[Na+]>C(O)C>[Cl:1][C:2]1[CH:7]=[C:6]([Cl:8])[CH:5]=[CH:4][C:3]=1[CH2:9][N:10]1[C:19]2[C:14](=[CH:15][C:16]([F:25])=[C:17]([C:20]3[NH:24][CH:23]=[CH:22][N:21]=3)[CH:18]=2)[C:13](=[O:26])[N:12]([CH2:27][C:28]([OH:30])=[O:29])[C:11]1=[O:33] |f:1.2|. Reported procedure: Into 50 ml of ethanol were dissolved 2.0 g of ethyl 1-(2,4-dichlorophenyl)methyl-1,4-dihydro-2,4-dioxo-6-fluoro-7-imidazolyl-3(2H)-quinazolineacetate, and, after added 4.5 ml of 1N aqueous solution of sodium hydroxide, the mixture was refluxed for 1.5 hours. Ethanol was distilled off, water was added, pH was made to be 5 with 3N hydrochloric acid, and the deposits were collected by filtration. They were recrystallized from dioxane to obtain 930 mg of title compound. m.p. 188°-189° C. The product is ClC1=C(C=CC(=C1)Cl)CN1C(N(C(C2=CC(=C(C=C12)C=1NC=CN1)F)=O)CC(=O)O)=O (1-(2,4-Dichlorophenyl)methyl-1,4-dihydro-2,4-dioxo-6-fluoro-7-imidazolyl-3(2H)-quinazolineacetic acid). Solvent: C(C)O (ethanol). Reactants: ClC1=C(C=CC(=C1)Cl)CN1C(N(C(C2=CC(=C(C=C12)C=1NC=CN1)F)=O)CC(=O)OCC)=O (ethyl 1-(2,4-dichlorophenyl)methyl-1,4-dihydro-2,4-dioxo-6-fluoro-7-imidazolyl-3(2H)-quinazolineacetate), aqueous solution, [OH-].[Na+] (sodium hydroxide). Isolated yield 49.3%. Starting materials: OC1=CC=C(C=C1)C(C=CC1=CC(=C(C(=C1)OC)OC)OC)=O (1-(4-hydroxyphenyl)-3-(3,4,5-trimethoxyphenyl)prop-2-en-1-one), CN(C(=O)Cl)C1=CC=CC=C1 (N-methyl-N-phenylcarbamoyl chloride), crude product. The product is COC=1C=C(C=C(C1OC)OC)C=CC(=O)C1=CC=C(C=C1)OC(N(C1=CC=CC=C1)C)=O (Methyl-phenyl-carbamic acid 4-[3-(3,4,5-trimethoxy-phenyl)-acryloyl]-phenyl ester). Reaction SMILES: [OH:1][C:2]1[CH:7]=[CH:6][C:5]([C:8](=[O:23])[CH:9]=[CH:10][C:11]2[CH:16]=[C:15]([O:17][CH3:18])[C:14]([O:19][CH3:20])=[C:13]([O:21][CH3:22])[CH:12]=2)=[CH:4][CH:3]=1.[CH3:24][N:25]([C:29]1[CH:34]=[CH:33][CH:32]=[CH:31][CH:30]=1)[C:26](Cl)=[O:27]>>[CH3:22][O:21][C:13]1[CH:12]=[C:11]([CH:10]=[CH:9][C:8]([C:5]2[CH:6]=[CH:7][C:2]([O:1][C:26](=[O:27])[N:25]([CH3:24])[C:29]3[CH:34]=[CH:33][CH:32]=[CH:31][CH:30]=3)=[CH:3][CH:4]=2)=[O:23])[CH:16]=[C:15]([O:17][CH3:18])[C:14]=1[O:19][CH3:20]. Reported procedure: The title product was prepared from 1-(4-hydroxyphenyl)-3-(3,4,5-trimethoxyphenyl)prop-2-en-1-one and N-methyl-N-phenylcarbamoyl chloride. The crude product was subjected to preparative HPLC (82%, yellow solid). HPLC-MS: m/z=448.2 (M+1); Rt: 4.61 min. Yields the product C#Cc1cc(CNC(=O)C=Cc2ccc(C(F)(F)F)cc2C#CCN(CC)CC)cc(F)c1NS(C)(=O)=O. As a reaction SMILES: [CH2:18]([CH3:19])[N:20]([CH2:21][C:22]#[C:23][c:24]1[c:25]([CH:34]=[CH:35][C:36](=[O:37])[OH:38])[cH:26][cH:27][c:28]([C:30]([F:31])([F:32])[F:33])[cH:29]1)[CH2:39][CH3:40].[ClH:17].[NH2:1][CH2:2][c:3]1[cH:4][c:5]([C:15]#[CH:16])[c:6]([NH:10][S:11](=[O:12])(=[O:13])[CH3:14])[c:7]([F:9])[cH:8]1>>[NH:1]([CH2:2][c:3]1[cH:4][c:5]([C:15]#[CH:16])[c:6]([NH:10][S:11](=[O:12])(=[O:13])[CH3:14])[c:7]([F:9])[cH:8]1)[C:36]([CH:35]=[CH:34][c:25]1[c:24]([C:23]#[C:22][CH2:21][N:20]([CH2:18][CH3:19])[CH2:39][CH3:40])[cH:29][c:28]([C:30]([F:31])([F:32])[F:33])[cH:27][cH:26]1)=[O:37]. Reactants: CCN(CC)CC#Cc1cc(C(F)(F)F)ccc1C=CC(=O)O, Cl, C#Cc1cc(CN)cc(F)c1NS(C)(=O)=O.